Dataset: the Open Reaction Database (ORD), a public repository of structured organic reaction records. Task: describe an organic reaction: reactants, conditions, products, and yield Product: COc1cc(C)c(C(O)c2c(OC)ncc(Br)c2Cl)c(OC)c1OC. As a reaction SMILES: [Br:16][c:17]1[c:18]([Cl:25])[cH:19][c:20]([O:23][CH3:24])[n:21][cH:22]1.[Br:26][c:27]1[c:28]([Cl:29])[c:30]([Li:31])[c:32]([O:33][CH3:34])[n:35][cH:36]1.[CH2:1]([Li:2])[CH2:3][CH2:4][CH3:5].[CH3:37][O:38][c:39]1[c:40]([CH:41]=[O:42])[c:43]([CH3:51])[cH:44][c:45]([O:49][CH3:50])[c:46]1[O:47][CH3:48].[CH3:6][C:7]1([CH3:8])[CH2:9][CH2:10][CH2:11][C:12]([CH3:13])([CH3:14])[NH:15]1.[Cl-:52].[NH4+:53].[O:54]1[CH2:55][CH2:56][CH2:57][CH2:58]1.[OH2:59]>>[Br:16][c:17]1[c:18]([Cl:25])[c:19]([CH:41]([c:40]2[c:39]([O:38][CH3:37])[c:46]([O:47][CH3:48])[c:45]([O:49][CH3:50])[cH:44][c:43]2[CH3:51])[OH:42])[c:20]([O:23][CH3:24])[n:21][cH:22]1. Starting materials: COc1cc(Cl)c(Br)cn1, [Li]c1c(OC)ncc(Br)c1Cl, [Li]CCCC, COc1cc(C)c(C=O)c(OC)c1OC, CC1(C)CCCC(C)(C)N1, [Cl-], [NH4+], C1CCOC1, O. Reactants: CC(C)(C)OC(=O)Nc1ccc(OCC#N)c2ccccc12, CCOC(C)=O, ClCCl, O=C(O)C(F)(F)F. The product is N#CCOc1ccc(N)c2ccccc12. As a reaction SMILES: [C:1]([O:2][C:3](=[O:4])[NH:7][c:8]1[cH:9][cH:10][c:11]([O:18][CH2:19][C:20]#[N:21])[c:12]2[cH:13][cH:14][cH:15][cH:16][c:17]12)([CH3:5])([CH3:6])[CH3:22].[CH3:30][CH2:31][O:32][C:33](=[O:34])[CH3:35].[Cl:36][CH2:37][Cl:38].[OH:23][C:24]([C:25]([F:26])([F:27])[F:28])=[O:29]>>[NH2:7][c:8]1[cH:9][cH:10][c:11]([O:18][CH2:19][C:20]#[N:21])[c:12]2[cH:13][cH:14][cH:15][cH:16][c:17]12. RXN SMILES: Br[C:2]1[CH:7]=[CH:6][CH:5]=[CH:4][C:3]=1[CH2:8][C:9]([OH:11])=[O:10].[Br:12][C:13]1[CH:19]=[CH:18][CH:17]=[CH:16][C:14]=1[NH2:15]>>[Br:12][C:13]1[CH:19]=[CH:18][CH:17]=[CH:16][C:14]=1[NH:15][C:2]1[CH:7]=[CH:6][CH:5]=[CH:4][C:3]=1[CH2:8][C:9]([OH:11])=[O:10]. Starting materials: BrC1=C(C=CC=C1)CC(=O)O (2-bromophenylacetic acid), BrC1=C(N)C=CC=C1 (2-bromoaniline). The product is BrC1=C(C=CC=C1)NC1=C(C=CC=C1)CC(=O)O (2-[(2-bromophenyl)amino]phenylacetic acid). Procedure details: In the manner described in example 3, 2-bromophenylacetic acid is condensed with 2-bromoaniline to yield 2-[(2-bromophenyl)amino]phenylacetic acid. Starting materials: [BH4-], CCO, CCOC(=O)c1sc(Cl)nc1-c1ccc(Cl)cc1, [Na+]. Product: OCc1sc(Cl)nc1-c1ccc(Cl)cc1. Reaction SMILES: [BH4-:19].[CH3:21][CH2:22][OH:23].[Cl:1][c:2]1[s:3][c:4]([C:14](=[O:15])[O:16][CH2:17][CH3:18])[c:5](-[c:7]2[cH:8][cH:9][c:10]([Cl:13])[cH:11][cH:12]2)[n:6]1.[Na+:20]>>[Cl:1][c:2]1[s:3][c:4]([CH2:14][OH:15])[c:5](-[c:7]2[cH:8][cH:9][c:10]([Cl:13])[cH:11][cH:12]2)[n:6]1. Reactants: [Br-], Cc1cc(C)n2nc(S(=O)(=O)Nc3c(F)cccc3F)cc2n1, CC#N, O=C1CCC(=O)N1Cl, [K+]. The product is Cc1cc(C)n2nc(S(=O)(=O)Nc3c(F)cccc3F)c(Cl)c2n1. Reaction SMILES: [Br-:32].[CH3:1][c:2]1[n:3][c:4]2[n:5]([c:6]([CH3:8])[cH:7]1)[n:9][c:10]([S:12](=[O:13])(=[O:14])[NH:15][c:16]1[c:17]([F:23])[cH:18][cH:19][cH:20][c:21]1[F:22])[cH:11]2.[CH3:34][C:35]#[N:36].[Cl:24][N:25]1[C:26](=[O:27])[CH2:28][CH2:29][C:30]1=[O:31].[K+:33]>>[CH3:1][c:2]1[n:3][c:4]2[n:5]([c:6]([CH3:8])[cH:7]1)[n:9][c:10]([S:12](=[O:13])(=[O:14])[NH:15][c:16]1[c:17]([F:23])[cH:18][cH:19][cH:20][c:21]1[F:22])[c:11]2[Cl:24]. Reactants: O=C([O-])[O-], O=C(Oc1ccc(O)cc1)c1ccccc1, ClCC=C(Cl)Cl, [K+], [K+], O. Yields the product O=C(Oc1ccc(OCC=C(Cl)Cl)cc1)c1ccccc1. Reaction SMILES: [C:17](=[O:18])([O-:19])[O-:20].[C:1]([c:2]1[cH:3][cH:4][cH:5][cH:6][cH:7]1)(=[O:8])[O:9][c:10]1[cH:11][cH:12][c:13]([OH:16])[cH:14][cH:15]1.[Cl:23][C:24](=[CH:25][CH2:26][Cl:27])[Cl:28].[K+:21].[K+:22].[OH2:29]>>[C:1]([c:2]1[cH:3][cH:4][cH:5][cH:6][cH:7]1)(=[O:8])[O:9][c:10]1[cH:11][cH:12][c:13]([O:16][CH2:26][CH:25]=[C:24]([Cl:23])[Cl:28])[cH:14][cH:15]1. The reactants are C(C)C1=NC2=NC=CC=C2C=C1O (2-Ethyl-[1,8]naphthyridin-3-ol), ClC1=CC=NC2=CC(=C(C=C12)OC)OC (4-chloro-6,7-dimethoxyquinoline), O (water). Reagents/catalysts: CN(C1=CC=NC=C1)C (4-dimethylaminopyridine). Solvent: ClC1=C(C=CC=C1)Cl (o-dichlorobenzene). Conditions: temperature 140 celsius, time 2 hour. Yields the product COC=1C=C2C(=CC=NC2=CC1OC)OC=1C(=NC2=NC=CC=C2C1)CC (3-(6,7-Dimethoxy-quinolin-4-yloxy)-2-ethyl-[1,8]naphthyridine). Isolated yield 56.2%. As a reaction SMILES: [CH2:1]([C:3]1[C:12]([OH:13])=[CH:11][C:10]2[C:5](=[N:6][CH:7]=[CH:8][CH:9]=2)[N:4]=1)[CH3:2].Cl[C:15]1[C:24]2[C:19](=[CH:20][C:21]([O:27][CH3:28])=[C:22]([O:25][CH3:26])[CH:23]=2)[N:18]=[CH:17][CH:16]=1.O>CN(C)C1C=CN=CC=1.ClC1C=CC=CC=1Cl>[CH3:26][O:25][C:22]1[CH:23]=[C:24]2[C:19](=[CH:20][C:21]=1[O:27][CH3:28])[N:18]=[CH:17][CH:16]=[C:15]2[O:13][C:12]1[C:3]([CH2:1][CH3:2])=[N:4][C:5]2[C:10]([CH:11]=1)=[CH:9][CH:8]=[CH:7][N:6]=2. Procedure details: 2-Ethyl-[1,8]naphthyridin-3-ol (30 mg), 4-chloro-6,7-dimethoxyquinoline (115 mg), and 4-dimethylaminopyridine (63 mg) were suspended in o-dichlorobenzene (2 ml), and the suspension was stirred at 140° C. for 2 hr. The reaction solution was cooled to room temperature, water was then added to the reaction solution, and the mixture was extracted with chloroform. The chloroform layer was then washed with water and saturated brine and was dried over anhydrous magnesium sulfate. The solvent was remove... Reactants: C(C)(C)N(CC)C(C)C (diisopropylethyl amine), ClC1=CC=C2C(=CC(=NC2=C1)N)N1CCNCC1 (7-chloro-4-(1-piperazinyl)-2-quinolinamine), C(C)OC(CN=C=O)=O (isocyanato-acetic acid-ethy ester). Product: C(C)OC(CNC(=O)N1CCN(CC1)C1=CC(=NC2=CC(=CC=C12)Cl)N)=O ([[[4-(2-amino-7-chloro-4-quinolinyl)-1-piperazinyl]carbonyl]amino]-acetic acid-ethyl ester), product. Isolated yield 40.0%. As a reaction SMILES: [Cl:1][C:2]1[CH:11]=[C:10]2[C:5]([C:6]([N:13]3[CH2:18][CH2:17][NH:16][CH2:15][CH2:14]3)=[CH:7][C:8]([NH2:12])=[N:9]2)=[CH:4][CH:3]=1.[CH2:19]([O:21][C:22](=[O:27])[CH2:23][N:24]=[C:25]=[O:26])[CH3:20].C(N(C(C)C)CC)(C)C>>[CH2:19]([O:21][C:22](=[O:27])[CH2:23][NH:24][C:25]([N:16]1[CH2:17][CH2:18][N:13]([C:6]2[C:5]3[C:10](=[CH:11][C:2]([Cl:1])=[CH:3][CH:4]=3)[N:9]=[C:8]([NH2:12])[CH:7]=2)[CH2:14][CH2:15]1)=[O:26])[CH3:20]. Procedure details: As described example 159, 7-chloro-4-(1-piperazinyl)-2-quinolinamine (1.5 g, 5.7 mmol), isocyanato-acetic acid-ethy ester (0.7 mL, 6.3 mmol) and diisopropylethyl amine (1.5 mL, 8.6 mmol) are reacted to give [[[4-(2-amino-7-chloro-4-quinolinyl)-1-piperazinyl]carbonyl]amino]-acetic acid-ethyl ester the product as a white solid (990 mg, 40%). A mixture of the ester (990 mg), LiOH.H2O (1 g) in THF-H2O (5:1, 45 mL) was stirred at rt for 3 h, then acidified with 1.0 N HC (aq.) to pH to 4–5. After the ...